describe an organic reaction: reactants, conditions, products, and yield From a dataset of the Open Reaction Database (ORD), a public repository of structured organic reaction records. Starting materials: CCCCCCN(Cc1ccc(F)c(C(=O)OC)c1)S(=O)(=O)c1ccc(C#Cc2ccc(CCCC)cc2)cc1, C1CCOC1, Cl, [Li+], [OH-], O, O. Yields the product CCCCCCN(Cc1ccc(F)c(C(=O)O)c1)S(=O)(=O)c1ccc(C#Cc2ccc(CCCC)cc2)cc1. As a reaction SMILES: [CH2:1]([CH2:2][CH2:3][CH3:4])[c:5]1[cH:6][cH:7][c:8]([C:11]#[C:12][c:13]2[cH:14][cH:15][c:16]([S:19](=[O:20])(=[O:21])[N:22]([CH2:23][CH2:24][CH2:25][CH2:26][CH2:27][CH3:28])[CH2:29][c:30]3[cH:31][cH:32][c:33]([F:40])[c:34]([C:35](=[O:36])[O:37][CH3:38])[cH:39]3)[cH:17][cH:18]2)[cH:9][cH:10]1.[CH2:46]1[O:47][CH2:48][CH2:49][CH2:50]1.[ClH:45].[Li+:43].[OH-:42].[OH2:41].[OH2:44]>>[CH2:1]([CH2:2][CH2:3][CH3:4])[c:5]1[cH:6][cH:7][c:8]([C:11]#[C:12][c:13]2[cH:14][cH:15][c:16]([S:19](=[O:20])(=[O:21])[N:22]([CH2:23][CH2:24][CH2:25][CH2:26][CH2:27][CH3:28])[CH2:29][c:30]3[cH:31][cH:32][c:33]([F:40])[c:34]([C:35](=[O:36])[OH:37])[cH:39]3)[cH:17][cH:18]2)[cH:9][cH:10]1. Starting materials: Cl.C(C)OCC(=O)O (2-ethoxyacetic acid hydrochloride), C(C1=CC=CC=C1)[C@@H]1C[C@H](NC1)C(=O)NC1=CC=C(C=C1)OC1=CC=C(C=C1)F ((2S,4R)-4-benzyl-N-(4-(4-fluorophenoxy)phenyl)pyrrolidine-2-carboxamide). The product is Compound 121, C(C1=CC=CC=C1)[C@@H]1C[C@H](N(C1)C(COCC)=O)C(=O)NC1=CC=C(C=C1)OC1=CC=C(C=C1)F ((2S,4R)-4-benzyl-1-(2-ethoxyacetyl)-N-(4-(4-fluorophenoxy)phenyl)pyrrolidine-2-carboxamide). Isolated yield 32.9%. RXN SMILES: Cl.[CH2:2]([O:4][CH2:5][C:6]([OH:8])=O)[CH3:3].[CH2:9]([C@H:16]1[CH2:20][NH:19][C@H:18]([C:21]([NH:23][C:24]2[CH:29]=[CH:28][C:27]([O:30][C:31]3[CH:36]=[CH:35][C:34]([F:37])=[CH:33][CH:32]=3)=[CH:26][CH:25]=2)=[O:22])[CH2:17]1)[C:10]1[CH:15]=[CH:14][CH:13]=[CH:12][CH:11]=1>>[CH2:9]([C@H:16]1[CH2:20][N:19]([C:6](=[O:8])[CH2:5][O:4][CH2:2][CH3:3])[C@H:18]([C:21]([NH:23][C:24]2[CH:29]=[CH:28][C:27]([O:30][C:31]3[CH:32]=[CH:33][C:34]([F:37])=[CH:35][CH:36]=3)=[CH:26][CH:25]=2)=[O:22])[CH2:17]1)[C:10]1[CH:11]=[CH:12][CH:13]=[CH:14][CH:15]=1 |f:0.1|. Procedure details: Proceeding as in Example 1, but substituting 2-ethoxyacetic acid hydrochloride and (2S,4R)-4-benzyl-N-(4-(4-fluorophenoxy)phenyl)pyrrolidine-2-carboxamide, gave Compound 121, (2S,4R)-4-benzyl-1-(2-ethoxyacetyl)-N-(4-(4-fluorophenoxy)phenyl)pyrrolidine-2-carboxamide (9.4 mg, 32.9%); Major isomer: 1H-NMR (400 MHz, DMSO-D6): σ 9.99 (s, 1H), 7.55-7.60 (m, 2H), 7.29-7.32 (m, 2H), 7.17-7.23 (m, 5H), 6.95-7.02 (m, 4H), 4.47 (m, 1H), 4.06 (d, 2H), 3.60-3.64 (m, 1H), 3.47-3.53 (m, 2H), 3.18-3.22 (m, 1H),... The reactants are CC1(OC2=CC=C(C=C2C(=C1CO)N1C(C=CC=C1)=O)[N+](=O)[O-])C (2,2-dimethyl-3-hydroxymethyl-4-(1,2-dihydro-2-oxo-1-pyridyl)-6-nitro-3-chromene). Reagents/catalysts: [Pd] (Pd-C). Run in CO (methanol). The product is CC1(OC2=CC=C(C=C2C(=C1CO)N1C(C=CC=C1)=O)N)C (2,2-dimethyl-3-hydroxymethyl-4-(1,2-dihydro-2-oxo-1-pyridyl)-6-amino-3-chromene). Reaction SMILES: [CH3:1][C:2]1([CH3:24])[C:11]([CH2:12][OH:13])=[C:10]([N:14]2[CH:19]=[CH:18][CH:17]=[CH:16][C:15]2=[O:20])[C:9]2[C:4](=[CH:5][CH:6]=[C:7]([N+:21]([O-])=O)[CH:8]=2)[O:3]1>CO.[Pd]>[CH3:1][C:2]1([CH3:24])[C:11]([CH2:12][OH:13])=[C:10]([N:14]2[CH:19]=[CH:18][CH:17]=[CH:16][C:15]2=[O:20])[C:9]2[C:4](=[CH:5][CH:6]=[C:7]([NH2:21])[CH:8]=2)[O:3]1. Reported procedure: A solution of 1 g of 2,2-dimethyl-3-hydroxymethyl-4-(1,2-dihydro-2-oxo-1-pyridyl)-6-nitro-3-chromene in 25 ml of methanol is hydrogenated on 0.5 g of 5% Pd-C at 20° C. and at 1 bar until hydrogenation is complete. The mixture is filtered, evaporated and 2,2-dimethyl-3-hydroxymethyl-4-(1,2-dihydro-2-oxo-1-pyridyl)-6-amino-3-chromene is obtained. The reactants are C1CCC2=NCCCN2CC1 (DBU), FC(C1CC(C2=CC=CC=C2C1)=O)(F)F (3-(Trifluoromethyl)-3,4-dihydro-1(2H)-naphthalenone), BrBr (bromine). Run in CC#N (CH3CN). Product: C1(CCCC2=CC=CC=C12)=O (tetralone), BrC1=C(C2=CC=CC=C2C=C1C(F)(F)F)O (2-Bromo-3-(trifluoromethyl)-1-naphthalenol). RXN SMILES: [F:1][C:2]([F:15])([F:14])[CH:3]1[CH2:12][C:11]2[C:6](=[CH:7][CH:8]=[CH:9][CH:10]=2)[C:5](=[O:13])[CH2:4]1.[Br:16]Br.C1CCN2C(=NCCC2)CC1>CC#N>[C:5]1(=[O:13])[C:6]2[C:11](=[CH:10][CH:9]=[CH:8][CH:7]=2)[CH2:12][CH2:3][CH2:4]1.[Br:16][C:4]1[C:3]([C:2]([F:14])([F:15])[F:1])=[CH:12][C:11]2[C:6](=[CH:7][CH:8]=[CH:9][CH:10]=2)[C:5]=1[OH:13]. Reported procedure: Treatment of 3-(trifluoromethyl)-3,4-dihydro-1(2H)-naphthalenone (178) (0.40 g, 1.87 mmol) with bromine followed by DBU in CH3CN gave 0.23 g (43% from tetralone) of the title compound (179) as a colorless oil. 1H NMR (400 MHz, CDCl3): δ 6.45 (s, 1H), 7.58-7.68 (m, 2H), 7.83 (s, 1H), 7.84-7.90 (m, 1H), 8.28 (d, J=7.5 Hz, 1H). LCMS (ESI): m/z 289 (M−H)−. Yields the product CCC(CC)(c1ccc(OCC(=O)C(C)(C)C)c(C)c1)c1ccc(C(=O)O)c(C)c1. RXN SMILES: [CH3:1][C:2]([CH:3]([CH2:4][O:5][c:6]1[c:7]([CH3:27])[cH:8][c:9]([C:12]([CH2:13][CH3:14])([CH2:15][CH3:16])[c:17]2[cH:18][c:19]([CH3:26])[c:20]([C:21](=[O:22])[OH:23])[cH:24][cH:25]2)[cH:10][cH:11]1)[OH:28])([CH3:29])[CH3:30].[CH3:34][CH2:35][O:36][C:37]([CH3:38])=[O:39].[Cl:31][CH2:32][Cl:33]>>[CH3:1][C:2]([C:3]([CH2:4][O:5][c:6]1[c:7]([CH3:27])[cH:8][c:9]([C:12]([CH2:13][CH3:14])([CH2:15][CH3:16])[c:17]2[cH:18][c:19]([CH3:26])[c:20]([C:21](=[O:22])[OH:23])[cH:24][cH:25]2)[cH:10][cH:11]1)=[O:28])([CH3:29])[CH3:30]. The reactants are CCC(CC)(c1ccc(OCC(O)C(C)(C)C)c(C)c1)c1ccc(C(=O)O)c(C)c1, CCOC(C)=O, ClCCl. Starting materials: CC=1C(=NC=CN1)C(CC(=O)OC)=O (methyl 3-(3-methyl-2-pyrazinyl)-3-oxopropionate), Cl (hydrogen chloride), ClC(C(=O)OC)C(C)=NNS(=O)(=O)C1=CC=C(C)C=C1 (methyl 2-chloro-3-(tosylhydrazono)butanoate), [Na] (sodium). Solvent: CO (methanol), CO (methanol), C1CCOC1 (THF), CO (methanol). Conditions: time 1 hour. Yields the product CC=1N(C(=C(C1C(=O)OC)C(=O)OC)C1=NC=CN=C1C)NS(=O)(=O)C1=CC=C(C)C=C1 (dimethyl 2-methyl-1-(tosylamino)-5-(3-methyl-2-pyrazinyl)pyrrole-3,4-dicarboxylate). RXN SMILES: [Na].[CH3:2][C:3]1[C:4]([C:9](=O)[CH2:10][C:11]([O:13][CH3:14])=[O:12])=[N:5][CH:6]=[CH:7][N:8]=1.Cl[CH:17]([C:22](=[N:24][NH:25][S:26]([C:29]1[CH:35]=[CH:34][C:32]([CH3:33])=[CH:31][CH:30]=1)(=[O:28])=[O:27])[CH3:23])[C:18]([O:20][CH3:21])=[O:19].Cl>CO.C1COCC1>[CH3:23][C:22]1[N:24]([NH:25][S:26]([C:29]2[CH:30]=[CH:31][C:32]([CH3:33])=[CH:34][CH:35]=2)(=[O:27])=[O:28])[C:9]([C:4]2[C:3]([CH3:2])=[N:8][CH:7]=[CH:6][N:5]=2)=[C:10]([C:11]([O:13][CH3:14])=[O:12])[C:17]=1[C:18]([O:20][CH3:21])=[O:19] |^1:0|. Reported procedure: 0.81 g of sodium was heated with 20 ml of methanol, then a solution of 6.8 g of 31A in 20 ml of methanol was added and the mixture was stirred at room temperature for 1 hour. Then a solution of 11.2 g of 7B in 25 ml of THF was added, and the mixture was stirred at room temperature for 2 hours. The mixture was stripped of volatiles, 100 ml of methanol was added to the residue and hydrogen chloride gas was bubbled through the mixture, which then was heated at reflux for 2 hours. The mixture was co... Starting materials: C[Si](C)(C)CCOC(=O)c1n[nH]c2ccccc12, CN(C)C=O, [H-], O=[N+]([O-])c1ccc(CCl)cc1, [Na+]. The product is C[Si](C)(C)CCOC(=O)c1nn(Cc2ccc([N+](=O)[O-])cc2)c2ccccc12. Reaction SMILES: [CH3:1][Si:2]([CH2:3][CH2:4][O:5][C:6](=[O:7])[c:8]1[n:9][nH:10][c:11]2[cH:12][cH:13][cH:14][cH:15][c:16]12)([CH3:17])[CH3:18].[CH3:32][N:33]([CH3:34])[CH:35]=[O:36].[H-:30].[N+:19](=[O:20])([O-:21])[c:22]1[cH:23][cH:24][c:25]([CH2:26][Cl:27])[cH:28][cH:29]1.[Na+:31]>>[CH3:1][Si:2]([CH2:3][CH2:4][O:5][C:6](=[O:7])[c:8]1[n:9][n:10]([CH2:26][c:25]2[cH:24][cH:23][c:22]([N+:19](=[O:20])[O-:21])[cH:29][cH:28]2)[c:11]2[cH:12][cH:13][cH:14][cH:15][c:16]12)([CH3:17])[CH3:18].